Dataset: the Open Reaction Database (ORD), a public repository of structured organic reaction records. Task: describe an organic reaction: reactants, conditions, products, and yield Starting materials: N#Cc1cc(F)c(Br)cc1OC(CCCl)c1ccccc1, [N-]=[N+]=[N-], [Na+]. The product is N#Cc1cc(F)c(Br)cc1OC(CCN=[N+]=[N-])c1ccccc1. As a reaction SMILES: [Br:1][c:2]1[cH:3][c:4]([O:11][CH:12]([CH2:13][CH2:14][Cl:15])[c:16]2[cH:17][cH:18][cH:19][cH:20][cH:21]2)[c:5]([C:6]#[N:7])[cH:8][c:9]1[F:10].[N-:23]=[N+:24]=[N-:25].[Na+:22]>>[Br:1][c:2]1[cH:3][c:4]([O:11][CH:12]([CH2:13][CH2:14][N:23]=[N+:24]=[N-:25])[c:16]2[cH:17][cH:18][cH:19][cH:20][cH:21]2)[c:5]([C:6]#[N:7])[cH:8][c:9]1[F:10]. Starting materials: C=O, O=CO, CC12CCC(O)CC1=CCC1C2CCC2(C)C(NC3CC3)CCC12, [Na+], [OH-]. Yields the product CN(C1CC1)C1CCC2C3CC=C4CC(O)CCC4(C)C3CCC21C. Reaction SMILES: [CH2:1]=[O:2].[CH:29]([OH:30])=[O:31].[CH:3]1([NH:6][CH:7]2[C:8]3([CH3:9])[CH:10]([CH2:11][CH2:12]2)[CH:13]2[CH2:14][CH:15]=[C:16]4[CH2:17][CH:18]([OH:26])[CH2:19][CH2:20][C:21]4([CH3:22])[CH:23]2[CH2:24][CH2:25]3)[CH2:4][CH2:5]1.[Na+:28].[OH-:27]>>[CH3:1][N:6]([CH:3]1[CH2:4][CH2:5]1)[CH:7]1[C:8]2([CH3:9])[CH:10]([CH2:11][CH2:12]1)[CH:13]1[CH2:14][CH:15]=[C:16]3[CH2:17][CH:18]([OH:26])[CH2:19][CH2:20][C:21]3([CH3:22])[CH:23]1[CH2:24][CH2:25]2.